Dataset: the Open Reaction Database (ORD), a public repository of structured organic reaction records. Task: describe an organic reaction: reactants, conditions, products, and yield The reactants are C(C)OC(CC=1C=C(C(=CC1)OC)C1=C(C=C(C=C1)C(F)(F)F)CNCC)=O ((2′-ethylaminomethyl-6-methoxy-4′-trifluoromethyl-biphenyl-3-yl)-acetic acid ethyl ester), CC(C(=O)Cl)(C)C (trimethylacetyl chloride). As a reaction SMILES: C([O:3][C:4](=[O:28])[CH2:5][C:6]1[CH:7]=[C:8]([C:14]2[CH:19]=[CH:18][C:17]([C:20]([F:23])([F:22])[F:21])=[CH:16][C:15]=2[CH2:24][NH:25][CH2:26][CH3:27])[C:9]([O:12][CH3:13])=[CH:10][CH:11]=1)C.[CH3:29][C:30]([CH3:35])([CH3:34])[C:31](Cl)=[O:32]>>[CH3:29][C:30]([CH3:35])([CH3:34])[C:31]([N:25]([CH2:24][C:15]1[CH:16]=[C:17]([C:20]([F:21])([F:23])[F:22])[CH:18]=[CH:19][C:14]=1[C:8]1[C:9]([O:12][CH3:13])=[CH:10][CH:11]=[C:6]([CH2:5][C:4]([OH:3])=[O:28])[CH:7]=1)[CH2:26][CH3:27])=[O:32]. Procedure: (2′-{[(2,2-Dimethyl-propionyl)-ethyl-amino]-methyl}-6-methoxy-4′-trifluoromethyl-biphenyl-3-yl)-acetic acid (Compound 1-245) was prepared using the procedures of Example 1 and using (2′-ethylaminomethyl-6-methoxy-4′-trifluoromethyl-biphenyl-3-yl)-acetic acid ethyl ester and trimethylacetyl chloride. Yields the product CC(C(=O)N(CC)CC1=C(C=CC(=C1)C(F)(F)F)C1=CC(=CC=C1OC)CC(=O)O)(C)C ((2′-{[(2,2-Dimethyl-propionyl)-ethyl-amino]-methyl}-6-methoxy-4′-trifluoromethyl-biphenyl-3-yl)-acetic acid). Starting materials: [BH4-], CO, Cc1ccc2c(C=NO)c[nH]c2c1, [Na+]. The product is Cc1ccc2c(CN)c[nH]c2c1. RXN SMILES: [BH4-:14].[CH3:16][OH:17].[CH3:1][c:2]1[cH:3][cH:4][c:5]2[c:6]([CH:11]=[N:12][OH:13])[cH:7][nH:8][c:9]2[cH:10]1.[Na+:15]>>[CH3:1][c:2]1[cH:3][cH:4][c:5]2[c:6]([CH2:11][NH2:12])[cH:7][nH:8][c:9]2[cH:10]1. Starting materials: C(C)(C)(C)OC(=O)N(CC(=O)[C@H]1CN(CCC1)C(=O)OCC1C2=CC=CC=C2C=2C=CC=CC12)C=1N=C2C(=NC1)N(C=C2)S(=O)(=O)C2=CC=C(C)C=C2 ((R)-(9H-fluoren-9-yl)methyl 3-(2-(tert-butoxycarbonyl(5-tosyl-5H-pyrrolo[2,3-b]pyrazin-2-yl)amino)acetyl)piperidine-1-carboxylate), C(=O)(C(F)(F)F)O (TFA), C(=O)(C(F)(F)F)OC(=O)C(F)(F)F (TFAA). Conditions: temperature 25 celsius, time 16 hour. Product: S(=O)(=O)(C1=CC=C(C)C=C1)N1C=CC2=C1N=CC=1N2C(=CN1)[C@H]1CN(CCC1)C(=O)OCC1C2=CC=CC=C2C=2C=CC=CC12 ((R)-(9H-fluoren-9-yl)methyl 3-(3-tosyl-3H-imidazo[1,2-a]pyrrolo[2,3-e]pyrazin-8-yl)piperidine-1-carboxylate). The yield is 101.9%. As a reaction SMILES: C(OC([N:8]([C:35]1[N:36]=[C:37]2[CH:43]=[CH:42][N:41]([S:44]([C:47]3[CH:53]=[CH:52][C:50]([CH3:51])=[CH:49][CH:48]=3)(=[O:46])=[O:45])[C:38]2=[N:39][CH:40]=1)[CH2:9][C:10]([C@@H:12]1[CH2:17][CH2:16][CH2:15][N:14]([C:18]([O:20][CH2:21][CH:22]2[C:34]3[CH:33]=[CH:32][CH:31]=[CH:30][C:29]=3[C:28]3[C:23]2=[CH:24][CH:25]=[CH:26][CH:27]=3)=[O:19])[CH2:13]1)=O)=O)(C)(C)C.C(O)(C(F)(F)F)=O.C(OC(C(F)(F)F)=O)(C(F)(F)F)=O>>[S:44]([N:41]1[C:38]2[N:39]=[CH:40][C:35]3[N:36]([C:10]([C@@H:12]4[CH2:17][CH2:16][CH2:15][N:14]([C:18]([O:20][CH2:21][CH:22]5[C:23]6[CH:24]=[CH:25][CH:26]=[CH:27][C:28]=6[C:29]6[C:34]5=[CH:33][CH:32]=[CH:31][CH:30]=6)=[O:19])[CH2:13]4)=[CH:9][N:8]=3)[C:37]=2[CH:43]=[CH:42]1)([C:47]1[CH:53]=[CH:52][C:50]([CH3:51])=[CH:49][CH:48]=1)(=[O:45])=[O:46]. Procedure: A mixture of (R)-(9H-fluoren-9-yl)methyl 3-(2-(tert-butoxycarbonyl(5-tosyl-5H-pyrrolo[2,3-b]pyrazin-2-yl)amino)acetyl)piperidine-1-carboxylate (0.20 g, 0.27 mmol), TFA (1.0 mL, 13 mmol) and TFAA (1.0 mL, 7.1 mmol) was stirred at about 25° C. for about 16 h. The reaction mixture was partitioned between EtOAc (50 mL) and aqueous saturated NaHCO3 (2×50 mL). The organic layer was separated, dried over anhydrous Na2SO4, filtered, and concentrated under reduced pressure to give (R)-(9H-fluoren-9-yl)me... The reactants are CN(C)C=O, Cc1nn(C)cc1C(=O)O, CCOC(C)=O, O=C(Cl)C(=O)Cl, Nc1cc(Oc2ccc3nc(NC(=O)C4CC4)cn3n2)ccc1F, C1CCOC1. Yields the product Cc1nn(C)cc1C(=O)Nc1cc(Oc2ccc3nc(NC(=O)C4CC4)cn3n2)ccc1F. RXN SMILES: [CH3:11][N:12]([CH3:13])[CH:14]=[O:15].[CH3:1][n:2]1[n:3][c:4]([CH3:10])[c:5]([C:7](=[O:8])[OH:9])[cH:6]1.[CH3:51][CH2:52][O:53][C:54](=[O:55])[CH3:56].[Cl:16][C:17]([C:18]([Cl:19])=[O:20])=[O:21].[NH2:22][c:23]1[cH:24][c:25]([O:26][c:27]2[cH:28][cH:29][c:30]3[n:31]([n:32]2)[cH:33][c:34]([NH:36][C:37](=[O:38])[CH:39]2[CH2:40][CH2:41]2)[n:35]3)[cH:42][cH:43][c:44]1[F:45].[O:46]1[CH2:47][CH2:48][CH2:49][CH2:50]1>>[CH3:1][n:2]1[n:3][c:4]([CH3:10])[c:5]([C:7](=[O:8])[NH:22][c:23]2[cH:24][c:25]([O:26][c:27]3[cH:28][cH:29][c:30]4[n:31]([n:32]3)[cH:33][c:34]([NH:36][C:37](=[O:38])[CH:39]3[CH2:40][CH2:41]3)[n:35]4)[cH:42][cH:43][c:44]2[F:45])[cH:6]1. Yields the product NCC1=CC=CC(=N1)CN1N=NC2=C1N=C(N=C2C=2OC=CC2)N (3-(6-aminomethyl-2-pyridylmethyl)-7-(2-furyl)-3H-[1,2,3]triazolo[4,5-d]pyrimidine-5-amine). Solvent: CCO (EtOH). Procedure: A suspension of 7-(2-furyl)-3-(6-phthalimidomethyl-2-pyridylmethyl)-3H-[1,2,3]triazolo[4,5-d]pyrimidine-5-amine (210 mg, 0.465 mmol) in EtOH (50 mL) was treated with ethylenediamine (62 μl, 0.929 mmol), stirred for 3 h at 90° C. and the resulting clear solution, cooled to room temperature and concentrated in vacuo to give 3-(6-aminomethyl-2-pyridylmethyl)-7-(2-furyl)-3H-[1,2,3]triazolo[4,5-d]pyrimidine-5-amine. A solution of this material in pyridine (10 mL) at 0° C. was treated with acetyl chlo... Conditions: temperature 90 celsius, time 3 hour. As a reaction SMILES: [O:1]1[CH:5]=[CH:4][CH:3]=[C:2]1[C:6]1[C:7]2[N:15]=[N:14][N:13]([CH2:16][C:17]3[CH:22]=[CH:21][CH:20]=[C:19]([CH2:23][N:24]4C(=O)C5=CC=CC=C5C4=O)[N:18]=3)[C:8]=2[N:9]=[C:10]([NH2:12])[N:11]=1.C(N)CN>CCO>[NH2:24][CH2:23][C:19]1[N:18]=[C:17]([CH2:16][N:13]2[C:8]3[N:9]=[C:10]([NH2:12])[N:11]=[C:6]([C:2]4[O:1][CH:5]=[CH:4][CH:3]=4)[C:7]=3[N:15]=[N:14]2)[CH:22]=[CH:21][CH:20]=1. The reactants are O1C(=CC=C1)C=1C2=C(N=C(N1)N)N(N=N2)CC2=NC(=CC=C2)CN2C(C=1C(C2=O)=CC=CC1)=O (7-(2-furyl)-3-(6-phthalimidomethyl-2-pyridylmethyl)-3H-[1,2,3]triazolo[4,5-d]pyrimidine-5-amine), C(CN)N (ethylenediamine). Starting materials: CCCCN, Cc1oc2cc(Oc3ccnc4ccsc34)ccc2c1C(=O)O. The product is CCCCNC(=O)c1c(C)oc2cc(Oc3ccnc4ccsc34)ccc12. Reaction SMILES: [CH2:24]([CH2:25][CH2:26][CH3:27])[NH2:28].[CH3:1][c:2]1[o:3][c:4]2[c:5]([c:6]1[C:7](=[O:8])[OH:9])[cH:10][cH:11][c:12]([O:14][c:15]1[c:16]3[c:17]([n:18][cH:19][cH:20]1)[cH:21][cH:22][s:23]3)[cH:13]2>>[CH3:1][c:2]1[o:3][c:4]2[c:5]([c:6]1[C:7](=[O:8])[NH:28][CH2:24][CH2:25][CH2:26][CH3:27])[cH:10][cH:11][c:12]([O:14][c:15]1[c:16]3[c:17]([n:18][cH:19][cH:20]1)[cH:21][cH:22][s:23]3)[cH:13]2.